From a dataset of the Open Reaction Database (ORD), a public repository of structured organic reaction records. describe an organic reaction: reactants, conditions, products, and yield Starting materials: CCOC(=O)c1cnc2cc(C(F)(F)F)ccc2c1OS(=O)(=O)C(F)(F)F, CCOC(C)=O, OB(O)c1cc(C(F)(F)F)cc(C(F)(F)F)c1, [K+], [K+], [K+], C1COCCO1, O=P([O-])([O-])[O-], c1ccc(P(c2ccccc2)(c2ccccc2)[Pd](P(c2ccccc2)(c2ccccc2)c2ccccc2)(P(c2ccccc2)(c2ccccc2)c2ccccc2)P(c2ccccc2)(c2ccccc2)c2ccccc2)cc1. The product is CCOC(=O)c1cnc2cc(C(F)(F)F)ccc2c1-c1cc(C(F)(F)F)cc(C(F)(F)F)c1. As a reaction SMILES: [CH2:1]([CH3:2])[O:3][C:4](=[O:5])[c:6]1[cH:7][n:8][c:9]2[cH:10][c:11]([C:24]([F:25])([F:26])[F:27])[cH:12][cH:13][c:14]2[c:15]1[O:16][S:17]([C:18]([F:19])([F:20])[F:21])(=[O:22])=[O:23].[CH3:59][CH2:60][O:61][C:62](=[O:63])[CH3:64].[F:28][C:29]([c:30]1[cH:31][c:32]([B:40]([OH:41])[OH:42])[cH:33][c:34]([C:36]([F:37])([F:38])[F:39])[cH:35]1)([F:43])[F:44].[K+:50].[K+:51].[K+:52].[O:53]1[CH2:54][CH2:55][O:56][CH2:57][CH2:58]1.[P:45]([O-:46])([O-:47])([O-:48])=[O:49].[cH:65]1[cH:66][cH:67][c:68]([P:69]([Pd:70]([P:71]([c:72]2[cH:73][cH:74][cH:75][cH:76][cH:77]2)([c:78]2[cH:79][cH:80][cH:81][cH:82][cH:83]2)[c:84]2[cH:85][cH:86][cH:87][cH:88][cH:89]2)([P:90]([c:91]2[cH:92][cH:93][cH:94][cH:95][cH:96]2)([c:97]2[cH:98][cH:99][cH:100][cH:101][cH:102]2)[c:103]2[cH:104][cH:105][cH:106][cH:107][cH:108]2)[P:109]([c:110]2[cH:111][cH:112][cH:113][cH:114][cH:115]2)([c:116]2[cH:117][cH:118][cH:119][cH:120][cH:121]2)[c:122]2[cH:123][cH:124][cH:125][cH:126][cH:127]2)([c:128]2[cH:129][cH:130][cH:131][cH:132][cH:133]2)[c:134]2[cH:135][cH:136][cH:137][cH:138][cH:139]2)[cH:140][cH:141]1>>[CH2:1]([CH3:2])[O:3][C:4](=[O:5])[c:6]1[cH:7][n:8][c:9]2[cH:10][c:11]([C:24]([F:25])([F:26])[F:27])[cH:12][cH:13][c:14]2[c:15]1-[c:32]1[cH:31][c:30]([C:29]([F:28])([F:43])[F:44])[cH:35][c:34]([C:36]([F:37])([F:38])[F:39])[cH:33]1. As a reaction SMILES: [CH2:29]1[O:30][CH2:31][CH2:32][CH2:33]1.[CH:1]1([c:4]2[cH:5][c:6](-[c:11]3[cH:12][cH:13][c:14]([C:17]([F:18])([F:19])[F:20])[cH:15][cH:16]3)[cH:7][c:8](=[O:10])[nH:9]2)[CH2:2][CH2:3]1.[NH2:23][O:24][S:25]([OH:26])(=[O:27])=[O:28].[Na+:22].[OH-:21].[OH2:34]>>[CH:1]1([c:4]2[cH:5][c:6](-[c:11]3[cH:12][cH:13][c:14]([C:17]([F:18])([F:19])[F:20])[cH:15][cH:16]3)[cH:7][c:8](=[O:10])[n:9]2[NH2:23])[CH2:2][CH2:3]1. Yields the product Nn1c(C2CC2)cc(-c2ccc(C(F)(F)F)cc2)cc1=O. Reactants: C1CCOC1, O=c1cc(-c2ccc(C(F)(F)F)cc2)cc(C2CC2)[nH]1, NOS(=O)(=O)O, [Na+], [OH-], O. Reactants: N#Cc1csc(N)c1-c1cncs1, O=C(O)Cn1c(=O)ccc2cc(C(F)(F)F)ccc21. Product: N#Cc1csc(NC(=O)Cn2c(=O)ccc3cc(C(F)(F)F)ccc32)c1-c1cncs1. As a reaction SMILES: [NH2:20][c:21]1[c:22](-[c:28]2[cH:29][n:30][cH:31][s:32]2)[c:23]([C:26]#[N:27])[cH:24][s:25]1.[O:1]=[c:2]1[n:3]([CH2:16][C:17](=[O:18])[OH:19])[c:4]2[cH:5][cH:6][c:7]([C:12]([F:13])([F:14])[F:15])[cH:8][c:9]2[cH:10][cH:11]1>>[O:1]=[c:2]1[n:3]([CH2:16][C:17](=[O:18])[NH:20][c:21]2[c:22](-[c:28]3[cH:29][n:30][cH:31][s:32]3)[c:23]([C:26]#[N:27])[cH:24][s:25]2)[c:4]2[cH:5][cH:6][c:7]([C:12]([F:13])([F:14])[F:15])[cH:8][c:9]2[cH:10][cH:11]1. Starting materials: C1CCOC1, COC(=O)CNC(=O)C1CCCN1C(=O)C(NC(=O)OCc1ccccc1)C(C)C, Cl, [Li+], [OH-]. Product: CC(C)C(NC(=O)OCc1ccccc1)C(=O)N1CCCC1C(=O)NCC(=O)O. RXN SMILES: [CH2:34]1[O:35][CH2:36][CH2:37][CH2:38]1.[CH3:1][O:2][C:3]([CH2:4][NH:5][C:6]([CH:7]1[N:8]([C:12]([CH:13]([NH:14][C:15](=[O:16])[O:17][CH2:18][c:19]2[cH:20][cH:21][cH:22][cH:23][cH:24]2)[CH:25]([CH3:26])[CH3:27])=[O:28])[CH2:9][CH2:10][CH2:11]1)=[O:29])=[O:30].[ClH:33].[Li+:32].[OH-:31]>>[O:2]=[C:3]([CH2:4][NH:5][C:6]([CH:7]1[N:8]([C:12]([CH:13]([NH:14][C:15](=[O:16])[O:17][CH2:18][c:19]2[cH:20][cH:21][cH:22][cH:23][cH:24]2)[CH:25]([CH3:26])[CH3:27])=[O:28])[CH2:9][CH2:10][CH2:11]1)=[O:29])[OH:30]. Reactants: CN1CCN(CC1)C1=CC(=CC=C1)[N+](=O)[O-] (1-methyl-4-(3-nitrophenyl)piperazine), CO (methanol). The reagents and catalysts are [Pd] (Pd/C). Solvent: O (water). Conditions: time 8 hour. The product is NC=1C=C(C=CC1)N1C(CN(CC1)C)=O (1-(3-aminophenyl)-4-methyl-2-piperazinone). The yield is 95.0%. As a reaction SMILES: [CH3:1][N:2]1[CH2:7][CH2:6][N:5]([C:8]2[CH:13]=[CH:12][CH:11]=[C:10]([N+:14]([O-])=O)[CH:9]=2)[CH2:4][CH2:3]1.C[OH:18]>O.[Pd]>[NH2:14][C:10]1[CH:9]=[C:8]([N:5]2[CH2:6][CH2:7][N:2]([CH3:1])[CH2:3][C:4]2=[O:18])[CH:13]=[CH:12][CH:11]=1. Reported procedure: Pd/C (10%, 420 mg) was added to a solution of 1-methyl-4-(3-nitrophenyl)piperazine (8.4 g) in methanol (500 mL) and water (20 mL). The reaction mixture was stirred and degassed with nitrogen, and the vessel was charged with H2 gas at atmospheric pressure. The reaction was allowed to proceed overnight after which time the Pd/C was removed by filtration over celite and the methanol and water were removed in vacuo to give 1-(3-aminophenyl)-4-methyl-2-piperazinone as a yellow solid (7.08 g, 95% yiel... Yields the product Cc1cc(-c2c(N3CCCCC3)c3cc(Cl)ccc3[nH]c2=O)on1. RXN SMILES: [CH2:1]([c:2]1[cH:3][cH:4][cH:5][cH:6][cH:7]1)[n:8]1[c:9](=[O:31])[c:10](-[c:25]2[cH:26][c:27]([CH3:30])[n:28][o:29]2)[c:11]([N:19]2[CH2:20][CH2:21][CH2:22][CH2:23][CH2:24]2)[c:12]2[cH:13][c:14]([Cl:18])[cH:15][cH:16][c:17]12.[Na+:33].[OH-:32].[OH2:34]>>[nH:8]1[c:9](=[O:31])[c:10](-[c:25]2[cH:26][c:27]([CH3:30])[n:28][o:29]2)[c:11]([N:19]2[CH2:20][CH2:21][CH2:22][CH2:23][CH2:24]2)[c:12]2[cH:13][c:14]([Cl:18])[cH:15][cH:16][c:17]12. Reactants: Cc1cc(-c2c(N3CCCCC3)c3cc(Cl)ccc3n(Cc3ccccc3)c2=O)on1, [Na+], [OH-], O. The reactants are CC(=O)SCC1(O[SiH](C)C)CC(C(C)(C)C)CN1C(=O)OCc1ccc([N+](=O)[O-])cc1, CO, C[O-], CO, NC(=O)CI, [Na+]. Product: C[SiH](C)OC1(CSCC(N)=O)CC(C(C)(C)C)CN1C(=O)OCc1ccc([N+](=O)[O-])cc1. RXN SMILES: [C:1](=[O:2])([CH3:3])[S:4][CH2:5][C:6]1([O:28][SiH:29]([CH3:30])[CH3:31])[N:7]([C:15](=[O:16])[O:17][CH2:18][c:19]2[cH:20][cH:21][c:22]([N+:25](=[O:26])[O-:27])[cH:23][cH:24]2)[CH2:8][CH:9]([C:11]([CH3:12])([CH3:13])[CH3:14])[CH2:10]1.[CH3:32][OH:33].[CH3:34][O-:35].[CH3:42][OH:43].[I:37][CH2:38][C:39](=[O:40])[NH2:41].[Na+:36]>>[S:4]([CH2:5][C:6]1([O:28][SiH:29]([CH3:30])[CH3:31])[N:7]([C:15](=[O:16])[O:17][CH2:18][c:19]2[cH:20][cH:21][c:22]([N+:25](=[O:26])[O-:27])[cH:23][cH:24]2)[CH2:8][CH:9]([C:11]([CH3:12])([CH3:13])[CH3:14])[CH2:10]1)[CH2:38][C:39](=[O:40])[NH2:41]. Starting materials: CC(C)(C)OCC(N)C(=O)O, C=CCCCOC(=O)NC(C(=O)O)C(C)(C)C, C=CCCC(C)(C)CO. Yields the product C=CCCC(C)(C)COC(=O)NC(COC(C)(C)C)C(=O)O. As a reaction SMILES: [C:18]([CH3:19])([CH3:20])([CH3:21])[O:22][CH2:23][CH:24]([NH2:25])[C:26](=[O:27])[OH:28].[CH3:1][C:2]([CH3:3])([CH3:4])[CH:7]([C:8]([OH:9])=[O:10])[NH:11][C:5](=[O:6])[O:12][CH2:13][CH2:14][CH2:15][CH:16]=[CH2:17].[CH3:29][C:30]([CH2:31][OH:32])([CH2:33][CH2:34][CH:35]=[CH2:36])[CH3:37]>>[C:5](=[O:6])([NH:25][CH:24]([CH2:23][O:22][C:18]([CH3:19])([CH3:20])[CH3:21])[C:26](=[O:27])[OH:28])[O:32][CH2:31][C:30]([CH3:29])([CH2:33][CH2:34][CH:35]=[CH2:36])[CH3:37]. Starting materials: NC1=C(C(=O)OC)C=CC(=C1)C(F)(F)F (methyl 2-amino-4-(trifluoromethyl)benzoate), C(C)(=O)OC(C)=O (acetic anhydride), N1=CC=CC=C1 (pyridine). Run in O1CCOCC1 (dioxane). Conditions: temperature 80 celsius, time 60 hour. The product is C(C)(=O)NC1=C(C(=O)OC)C=CC(=C1)C(F)(F)F (methyl 2-(acetylamino)-4-(trifluoromethyl)benzoate). RXN SMILES: [NH2:1][C:2]1[CH:11]=[C:10]([C:12]([F:15])([F:14])[F:13])[CH:9]=[CH:8][C:3]=1[C:4]([O:6][CH3:7])=[O:5].[C:16](OC(=O)C)(=[O:18])[CH3:17].N1C=CC=CC=1>O1CCOCC1>[C:16]([NH:1][C:2]1[CH:11]=[C:10]([C:12]([F:13])([F:14])[F:15])[CH:9]=[CH:8][C:3]=1[C:4]([O:6][CH3:7])=[O:5])(=[O:18])[CH3:17]. Procedure: To a solution of the product from Step 1 (5.34 g) in dioxane (25 ml) was added acetic anhydride (6 ml) and pyridine (4 ml). After 60 hours of stirring at 80° C., the solution was concentrated under reduced pressure and the residue was dissolved into ethyl acetate. The organic layer was washed with 2M sodium carbonate, 10% aqueous HCl, water and brine, dried over sodium sulfate and evaporated. The product was purified by flash chromatography (ISCO, 5%-20% ethyl acetate in hexanes) to provide a be... Starting materials: C([O-])([O-])=O.[Na+].[Na+] (sodium carbonate), FC=1C=C(C=CC1N1CCC(CC1)=NO)N1C(O[C@H](C1)CNC(C)=O)=O ((S)-N-{3-[3-fluoro-4-(4-hydroxyimino-piperidin-1-yl)-phenyl]-2-oxo oxazolidin-5-ylmethyl}-acetamide), C1(=CC=C(C=C1)S(=O)(=O)Cl)C (p-toluenesulfonyl chloride). Run in CC(=O)C (acetone), CC(=O)C (acetone). Run at time 25 minute. The product is FC=1C=C(C=CC1N1CCNC(CC1)=O)N1C(O[C@H](C1)CNC(C)=O)=O ((S)-N-[[3-[3-Fluoro-4-(1,2,3,4,6,7-hexahydro-5-oxo-1,4-diazepin-1-yl)phenyl]-2-oxo-5-oxazolidinyl]methyl]acetamide). Reaction SMILES: [F:1][C:2]1[CH:3]=[C:4]([N:16]2[CH2:20][C@H:19]([CH2:21][NH:22][C:23](=[O:25])[CH3:24])[O:18][C:17]2=[O:26])[CH:5]=[CH:6][C:7]=1[N:8]1[CH2:13][CH2:12][C:11](=[N:14]O)[CH2:10][CH2:9]1.C(=O)([O-])[O-:28].[Na+].[Na+].C1(C)C=CC(S(Cl)(=O)=O)=CC=1>CC(C)=O>[F:1][C:2]1[CH:3]=[C:4]([N:16]2[CH2:20][C@H:19]([CH2:21][NH:22][C:23](=[O:25])[CH3:24])[O:18][C:17]2=[O:26])[CH:5]=[CH:6][C:7]=1[N:8]1[CH2:13][CH2:12][C:11](=[O:28])[NH:14][CH2:10][CH2:9]1 |f:1.2.3|. Procedure details: A stirred mixture of the compound of product of Step 3 (0.200 g, 0.549 mmol) in acetone (5.3 mL), under nitrogen, is treated first with 5% aqueous sodium carbonate (5.3 mL) and then, dropwise during 3minutes with a solution of p-toluenesulfonyl chloride (0.16 g, 0.82 mmol) in acetone (2.7 mL). Initially this mixture is a two phase solution; however, after about 25minutes a precipitate began to form. It is kept at ambient temperature (23° C.) for 4 hours and filtered. The filtrate is concentrated...